From a dataset of the Open Reaction Database (ORD), a public repository of structured organic reaction records. describe an organic reaction: reactants, conditions, products, and yield Reactants: Fc1cc(Br)cnc1Cl, CS(C)=O, CCN(C(C)C)C(C)C, CC(C)OC(=O)N1CCC(ON=C2CCNCC2)CC1. The product is CC(C)OC(=O)N1CCC(ON=C2CCN(c3ncc(Br)cc3F)CC2)CC1. Reaction SMILES: [Br:21][c:22]1[cH:23][n:24][c:25]([Cl:29])[c:26]([F:28])[cH:27]1.[CH3:39][S:40]([CH3:41])=[O:42].[CH:30]([N:31]([CH:32]([CH3:33])[CH3:34])[CH2:35][CH3:36])([CH3:37])[CH3:38].[NH:1]1[CH2:2][CH2:3][C:4](=[N:7][O:8][CH:9]2[CH2:10][CH2:11][N:12]([C:15](=[O:16])[O:17][CH:18]([CH3:19])[CH3:20])[CH2:13][CH2:14]2)[CH2:5][CH2:6]1>>[N:1]1([c:25]2[n:24][cH:23][c:22]([Br:21])[cH:27][c:26]2[F:28])[CH2:2][CH2:3][C:4](=[N:7][O:8][CH:9]2[CH2:10][CH2:11][N:12]([C:15](=[O:16])[O:17][CH:18]([CH3:19])[CH3:20])[CH2:13][CH2:14]2)[CH2:5][CH2:6]1. Reactants: Cc1ccccc1, CC(=O)O, Cn1c(C=CC(O)CC(O)CC(=O)O)c(-c2ccccc2)c2ccccc2c1=O. The product is Cn1c(C=CC2CC(O)CC(=O)O2)c(-c2ccccc2)c2ccccc2c1=O. RXN SMILES: [CH3:30][c:31]1[cH:32][cH:33][cH:34][cH:35][cH:36]1.[CH3:37][C:38](=[O:39])[OH:40].[OH:1][CH:2]([CH2:3][C:4](=[O:5])[OH:6])[CH2:7][CH:8]([CH:9]=[CH:10][c:11]1[n:12]([CH3:28])[c:13](=[O:27])[c:14]2[cH:15][cH:16][cH:17][cH:18][c:19]2[c:20]1-[c:21]1[cH:22][cH:23][cH:24][cH:25][cH:26]1)[OH:29]>>[OH:1][CH:2]1[CH2:3][C:4](=[O:5])[O:29][CH:8]([CH:9]=[CH:10][c:11]2[n:12]([CH3:28])[c:13](=[O:27])[c:14]3[cH:15][cH:16][cH:17][cH:18][c:19]3[c:20]2-[c:21]2[cH:22][cH:23][cH:24][cH:25][cH:26]2)[CH2:7]1. The reactants are C([O-])([O-])=O.[K+].[K+] (Potassium carbonate), OC1=C(C(=O)OC)C=CC(=C1)O (methyl 2,4-dihydroxybenzoate), BrC1=C(CBr)C=C(C(=C1)OC)OC (2-bromo-4,5-dimethoxybenzyl bromide). The solvent is CC(=O)C (acetone). Run at temperature 80 celsius. Yields the product BrC1=C(COC2=CC(=C(C(=O)OC)C=C2)O)C=C(C(=C1)OC)OC (methyl 4-(2-bromo-4,5-dimethoxybenzyloxy)-2-hydroxybenzoate). RXN SMILES: C(=O)([O-])[O-].[K+].[K+].[OH:7][C:8]1[CH:17]=[C:16]([OH:18])[CH:15]=[CH:14][C:9]=1[C:10]([O:12][CH3:13])=[O:11].[Br:19][C:20]1[CH:27]=[C:26]([O:28][CH3:29])[C:25]([O:30][CH3:31])=[CH:24][C:21]=1[CH2:22]Br>CC(C)=O>[Br:19][C:20]1[CH:27]=[C:26]([O:28][CH3:29])[C:25]([O:30][CH3:31])=[CH:24][C:21]=1[CH2:22][O:18][C:16]1[CH:15]=[CH:14][C:9]([C:10]([O:12][CH3:13])=[O:11])=[C:8]([OH:7])[CH:17]=1 |f:0.1.2|. Procedure details: Potassium carbonate (1.12 g) was added to a solution of methyl 2,4-dihydroxybenzoate (454 mg) and 2-bromo-4,5-dimethoxybenzyl bromide (1.0 g) in dry acetone (80 ml). The reaction mixture was heated to reflux at 80° C. for 4 hours. The solvents were removed under vacuum and the residue was re-dissolved in DCM and washed with water (3×). The organic layer was passed through a hydrophobic frit and concentrated under vacuum. The crude residue was purified by chromatography on silica gel, eluting wit... Reactants: CC#N, O=C(OC(=O)C(F)(F)F)C(F)(F)F, [K+], O=[N+]([O-])[O-], O, N#CC1(c2ccccc2)CCN(C(=O)C(F)(F)F)CC1. Yields the product N#CC1(c2ccc([N+](=O)[O-])cc2)CCN(C(=O)C(F)(F)F)CC1. Reaction SMILES: [CH3:40][C:41]#[N:42].[F:21][C:22]([F:23])([F:24])[C:25]([O:26][C:27](=[O:28])[C:29]([F:30])([F:31])[F:32])=[O:33].[K+:34].[O-:35][N+:36]([O-:37])=[O:38].[OH2:39].[c:1]1([C:7]2([C:19]#[N:20])[CH2:8][CH2:9][N:10]([C:13]([C:14]([F:15])([F:16])[F:17])=[O:18])[CH2:11][CH2:12]2)[cH:2][cH:3][cH:4][cH:5][cH:6]1>>[c:1]1([C:7]2([C:19]#[N:20])[CH2:8][CH2:9][N:10]([C:13]([C:14]([F:15])([F:16])[F:17])=[O:18])[CH2:11][CH2:12]2)[cH:2][cH:3][c:4]([N+:36](=[O:35])[O-:37])[cH:5][cH:6]1. Yields the product C1(CCC(=O)O1)=O (succinic acid anhydride), C(C)(=O)OCCOCCOCC (diethylene glycol monoethyl ether acetate). RXN SMILES: [C:1]([O:4][CH2:5][CH2:6][O:7][CH2:8][CH2:9][O:10][CH2:11][CH3:12])(=[O:3])[CH3:2].C1(C=CC(O)=CC=1)[OH:14].C(O)(=O)C=C.C1(P(C2C=CC=CC=2)C2C=CC=CC=2)C=CC=CC=1>>[C:5]1(=[O:14])[O:4][C:1](=[O:3])[CH2:2][CH2:6]1.[C:1]([O:4][CH2:5][CH2:6][O:7][CH2:8][CH2:9][O:10][CH2:11][CH3:12])(=[O:3])[CH3:2]. Reactants: bisphenol A epoxy resin, C(C)(=O)OCCOCCOCC (diethylene glycol monoethyl ether acetate), C1(O)=CC=C(O)C=C1 (hydroquinone), C(C=C)(=O)O (acrylic acid), C1(=CC=CC=C1)P(C1=CC=CC=C1)C1=CC=CC=C1 (triphenyl phosphine). Conditions: temperature 115 celsius. Procedure: A reflux condenser, a thermometer, a bleed tube, and a stirrer were set to a four-necked flask. In order to prepare a reaction solution, 919 parts by mass of bisphenol A epoxy resin (jER1004 (item number) available from Mitsubishi Chemical Corporation, epoxy equivalent weight: 919), 470 parts by mass of diethylene glycol monoethyl ether acetate, 0.2 parts by mass of hydroquinone, 72 parts by weight of acrylic acid, and 3 parts by mass of triphenyl phosphine were added to the four-necked flask. T... Starting materials: C(C)(C)(C)OC(C(CC1(CCCC1)C(N[C@@H]1CC[C@@H](CC1)C(=O)OCC)=O)C(N)C([C@@H](NC(C)=O)CCCCNC(=O)OCC1=CC=CC=C1)=O)=O (2-(N2 -Acetyl-N6 -benzyloxycarbonyl-L-lysyl-aminomethyl)-3-{1-[(cis-4-ethoxycarbonyl-cyclohexyl)carbamoyl]cyclopentyl}propanoic acid t-butyl ester). Solvent: FC(C(=O)O)(F)F (trifluoroacetic acid), ClCCl (dichloromethane). Conditions: time 8 hour. The product is C(C)(=O)N[C@@H](CCCCNC(=O)OCC1=CC=CC=C1)C(=O)C(C(C(=O)O)CC1(CCCC1)C(N[C@@H]1CC[C@@H](CC1)C(=O)OCC)=O)N (2-(N2 -Acetyl-N6 -benzyloxycarbonyl-L-lysyl-aminomethyl)-3-{1-[(cis-4-ethoxycarbonylcyclohexyl)carbamoyl]cyclopentyl}propanoic acid). Isolated yield 83.9%. As a reaction SMILES: C([O:5][C:6](=[O:52])[CH:7]([CH:28]([C:30](=[O:51])[C@H:31]([CH2:36][CH2:37][CH2:38][CH2:39][NH:40][C:41]([O:43][CH2:44][C:45]1[CH:50]=[CH:49][CH:48]=[CH:47][CH:46]=1)=[O:42])[NH:32][C:33](=[O:35])[CH3:34])[NH2:29])[CH2:8][C:9]1([C:14](=[O:27])[NH:15][C@H:16]2[CH2:21][CH2:20][C@@H:19]([C:22]([O:24][CH2:25][CH3:26])=[O:23])[CH2:18][CH2:17]2)[CH2:13][CH2:12][CH2:11][CH2:10]1)(C)(C)C>FC(F)(F)C(O)=O.ClCCl>[C:33]([NH:32][C@H:31]([C:30]([CH:28]([NH2:29])[CH:7]([CH2:8][C:9]1([C:14](=[O:27])[NH:15][C@H:16]2[CH2:21][CH2:20][C@@H:19]([C:22]([O:24][CH2:25][CH3:26])=[O:23])[CH2:18][CH2:17]2)[CH2:13][CH2:12][CH2:11][CH2:10]1)[C:6]([OH:52])=[O:5])=[O:51])[CH2:36][CH2:37][CH2:38][CH2:39][NH:40][C:41]([O:43][CH2:44][C:45]1[CH:50]=[CH:49][CH:48]=[CH:47][CH:46]=1)=[O:42])(=[O:35])[CH3:34]. Procedure: The t-butyl ester from Example 1 (571 mg, 0.783 mmol) was dissolved in a mixture of trifluoroacetic acid (2 ml) and dichloromethane (1 ml). The solution was kept at 4° C. overnight, then concentrated to dryness under vacuum, and the residue was azeotroped six times with dichloromethane. The resulting crude product was then taken up in ethyl acetate and washed with water until the washings were neutral. The organic phase was dried (MgSO4) and evaporated under vacuum to afford the title compound (... Reactants: C(CCC)N1C(=C(C2=CC=CC=C12)C1(OC(=O)C2=CC=CC=C12)C1=C(N(C2=CC=CC=C12)CCCC)C)C (3,3-bis(1-butyl-2-methylindol-3-yl)phthalide), C(C)O (ethyl alcohol), O.NN (hydrazine hydrate). The solvent is O (water). Yields the product C(CCC)N1C(=C(C2=CC=CC=C12)C1(NNC(C2=CC=CC=C12)=O)C1=C(N(C2=CC=CC=C12)CCCC)C)C (4,4-bis(1-butyl-2-methylindol-3-yl)-phthalazin-1(2H)-one). Yield: 92.0%. RXN SMILES: [CH2:1]([N:5]1[C:13]2[C:8](=[CH:9][CH:10]=[CH:11][CH:12]=2)[C:7]([C:14]2([C:24]3[C:32]4[C:27](=[CH:28][CH:29]=[CH:30][CH:31]=4)[N:26]([CH2:33][CH2:34][CH2:35][CH3:36])[C:25]=3[CH3:37])[C:23]3[C:18](=[CH:19][CH:20]=[CH:21][CH:22]=3)[C:16](=[O:17])O2)=[C:6]1[CH3:38])[CH2:2][CH2:3][CH3:4].C(O)C.O.[NH2:43][NH2:44]>O>[CH2:1]([N:5]1[C:13]2[C:8](=[CH:9][CH:10]=[CH:11][CH:12]=2)[C:7]([C:14]2([C:24]3[C:32]4[C:27](=[CH:28][CH:29]=[CH:30][CH:31]=4)[N:26]([CH2:33][CH2:34][CH2:35][CH3:36])[C:25]=3[CH3:37])[C:23]3[C:18](=[CH:19][CH:20]=[CH:21][CH:22]=3)[C:16](=[O:17])[NH:44][NH:43]2)=[C:6]1[CH3:38])[CH2:2][CH2:3][CH3:4] |f:2.3|. Procedure details: With stirring, a mixture of 25.0 g of 3,3-bis(1-butyl-2-methylindol-3-yl)phthalide, 800.0 ml of ethyl alcohol, 200.0 ml of water and 29.4 g of 85 percent hydrazine hydrate was maintained at reflux temperature for approximately forty-eight hours. The resulting mixture was chilled in an external ice bath to a temperature in the range of 0°-5° C. The solid was collected by filtration, washed with chilled ethyl alcohol and dried in an air oven to obtain 23.65 g of 4,4-bis(1-butyl-2-methylindol-3-yl)...